This data is from the Open Reaction Database (ORD), a public repository of structured organic reaction records. The task is: describe an organic reaction: reactants, conditions, products, and yield The reactants are ClC(Cl)(Br)C(Cl)(Cl)Br, O=C(O)c1cncc(Br)c1, C1CCOC1, CC(C)[N-]C(C)C, [Li+], O. Product: O=C(O)c1cncc(Br)c1Br. RXN SMILES: [Br:19][C:20]([Cl:21])([Cl:22])[C:23]([Cl:24])([Cl:25])[Br:26].[Br:1][c:2]1[cH:3][n:4][cH:5][c:6]([C:7](=[O:8])[OH:9])[cH:10]1.[CH2:28]1[O:29][CH2:30][CH2:31][CH2:32]1.[CH:11]([N-:12][CH:13]([CH3:14])[CH3:15])([CH3:16])[CH3:17].[Li+:18].[OH2:27]>>[Br:1][c:2]1[cH:3][n:4][cH:5][c:6]([C:7](=[O:8])[OH:9])[c:10]1[Br:19]. Starting materials: [BH4-].[Na+] (sodium borohydride), C(C(=O)C1=CC=CC=C1)N1C=2N(C3=C1C=CC=C3)CCN2 (9-phenacyl-2,3-dihydroimidazo[1,2-a]benzimidazole), Cl (hydrochloric acid). Run in CO (methanol). Reaction conditions: time 4 hour. Product: Cl.OC(CN1C=2N(C3=C1C=CC=C3)CCN2)C2=CC=CC=C2 (9-(2-HYDROXY-2-PHENYLETHYL)-2,3-DIHYDROIMIDAZO[1,2-a]BENZIMIDAZOLE HYDROCHLORIDE). Reaction SMILES: [BH4-].[Na+].[CH2:3]([N:12]1[C:16]2[CH:17]=[CH:18][CH:19]=[CH:20][C:15]=2[N:14]2[CH2:21][CH2:22][N:23]=[C:13]12)[C:4]([C:6]1[CH:11]=[CH:10][CH:9]=[CH:8][CH:7]=1)=[O:5].[ClH:24]>CO>[ClH:24].[OH:5][CH:4]([C:6]1[CH:11]=[CH:10][CH:9]=[CH:8][CH:7]=1)[CH2:3][N:12]1[C:16]2[CH:17]=[CH:18][CH:19]=[CH:20][C:15]=2[N:14]2[CH2:21][CH2:22][N:23]=[C:13]12 |f:0.1,5.6|. Reported procedure: Add bit by bit 0.3 g (7.5 mmol) of sodium borohydride to a suspension of 1.94 g (7 mmol) of 9-phenacyl-2,3-dihydroimidazo[1,2-a]benzimidazole in 15 ml of methanol over a period of thirty minutes at room temperature. Continue stirring for a further four hours and leave until the next day. Add 10 ml of 10% hydrochloric acid until a pH of 2-3 is obtained and evaporate the methanol. Treat the residue with a solution of ammonium hydroxide and extract with chloroform. Recrystallise from ethanol the re... Reactants: CS(C)=O, CC(=O)[O-], CCOC(C)=O, CCOC(=O)CC1CCC(CN(CC)c2ccc(C(F)(F)F)cc2CN(Cc2cc(C(F)(F)F)cc(C(F)(F)F)c2)c2ncc(Br)cn2)CC1, [K+]. Yields the product CCOC(=O)CC1CCC(CN(CC)c2ccc(C(F)(F)F)cc2CN(Cc2cc(C(F)(F)F)cc(C(F)(F)F)c2)c2ncc(O)cn2)CC1. RXN SMILES: [CH3:51][S:52](=[O:53])[CH3:54].[CH3:56][C:57](=[O:58])[O-:59].[CH3:60][CH2:61][O:62][C:63](=[O:64])[CH3:65].[F:1][C:2]([c:3]1[cH:4][c:5]([CH2:6][N:7]([c:8]2[n:9][cH:10][c:11]([Br:14])[cH:12][n:13]2)[CH2:15][c:16]2[c:17]([N:26]([CH2:27][CH3:28])[CH2:29][CH:30]3[CH2:31][CH2:32][CH:33]([CH2:36][C:37](=[O:38])[O:39][CH2:40][CH3:41])[CH2:34][CH2:35]3)[cH:18][cH:19][c:20]([C:22]([F:23])([F:24])[F:25])[cH:21]2)[cH:42][c:43]([C:45]([F:46])([F:47])[F:48])[cH:44]1)([F:49])[F:50].[K+:55]>>[F:1][C:2]([c:3]1[cH:4][c:5]([CH2:6][N:7]([c:8]2[n:9][cH:10][c:11]([OH:53])[cH:12][n:13]2)[CH2:15][c:16]2[c:17]([N:26]([CH2:27][CH3:28])[CH2:29][CH:30]3[CH2:31][CH2:32][CH:33]([CH2:36][C:37](=[O:38])[O:39][CH2:40][CH3:41])[CH2:34][CH2:35]3)[cH:18][cH:19][c:20]([C:22]([F:23])([F:24])[F:25])[cH:21]2)[cH:42][c:43]([C:45]([F:46])([F:47])[F:48])[cH:44]1)([F:49])[F:50]. Starting materials: COc1ccc(CCNO)cc1OC, COCCOC, CN1CCOCC1, [Cl-], CCOC(=O)Cl, NC(=O)C(=O)O, [NH4+]. The product is COc1ccc(CCN(O)C(=O)C(N)=O)cc1OC. As a reaction SMILES: [CH3:20][O:21][c:22]1[cH:23][c:24]([CH2:30][CH2:31][NH:32][OH:33])[cH:25][cH:26][c:27]1[O:28][CH3:29].[CH3:36][O:37][CH2:38][CH2:39][O:40][CH3:41].[CH3:7][N:8]1[CH2:9][CH2:10][O:11][CH2:12][CH2:13]1.[Cl-:34].[Cl:14][C:15]([O:16][CH2:17][CH3:18])=[O:19].[NH2:1][C:2](=[O:3])[C:4]([OH:5])=[O:6].[NH4+:35]>>[NH2:1][C:2](=[O:3])[C:4](=[O:6])[N:32]([CH2:31][CH2:30][c:24]1[cH:23][c:22]([O:21][CH3:20])[c:27]([O:28][CH3:29])[cH:26][cH:25]1)[OH:33]. Starting materials: CI, CC(C)=O, CC(=O)c1ccc(C(C)C)cc1O, [K+], [K+], O=C([O-])[O-]. The product is COc1cc(C(C)C)ccc1C(C)=O. RXN SMILES: [CH3:20][I:21].[CH3:22][C:23](=[O:24])[CH3:25].[CH:1]([CH3:2])([CH3:3])[c:4]1[cH:5][c:6]([OH:13])[c:7]([C:10]([CH3:11])=[O:12])[cH:8][cH:9]1.[K+:14].[K+:15].[O-:16][C:17]([O-:18])=[O:19]>>[CH:1]([CH3:2])([CH3:3])[c:4]1[cH:5][c:6]([O:13][CH3:17])[c:7]([C:10]([CH3:11])=[O:12])[cH:8][cH:9]1. Product: COC1=CC2=C(CC(NCC2)=O)C=C1OC (7,8-Dimethoxy-1,3,4,5-tetrahydro-2H-3-benzazepin-2-one). RXN SMILES: [CH3:1][O:2][C:3]1[C:14]([O:15][CH3:16])=[CH:13][C:6]2[CH2:7][C:8](=[O:12])[NH:9][CH:10]=[CH:11][C:5]=2[CH:4]=1>C(O)(=O)C.[Pd]>[CH3:1][O:2][C:3]1[C:14]([O:15][CH3:16])=[CH:13][C:6]2[CH2:7][C:8](=[O:12])[NH:9][CH2:10][CH2:11][C:5]=2[CH:4]=1. The solvent is C(C)(=O)O (acetic acid). Reagents/catalysts: [Pd] (palladium/charcoal). Starting materials: COC1=CC2=C(CC(NC=C2)=O)C=C1OC (7,8-dimethoxy-1,3-dihydro-2H-3-benzazepin-2-one). Procedure details: A suspension of 7,8-dimethoxy-1,3-dihydro-2H-3-benzazepin-2-one (21.9 g, 0.1 mol) and 10% palladium/charcoal (1.5 g) in glacial acetic acid (200 ml) is hydrogenated at 50° C. under a hydrogen pressure of 5 bar. After the catalyst has been filtered off the solvent is evaporated in vacuo and the residue is taken up in methylene chloride. After extraction with sodium bicarbonate solution and washing with water, the product is dried over magnesium sulphate, concentrated by evaporation and purified o... The reactants are COC1=CC=C(CS[C@H]2C[C@H](N(C2)C(=O)OCC2=CC=C(C=C2)[N+](=O)[O-])C(=O)N2CCN(CC2)C)C=C1 ((2S,4S)-4-(4-methoxybenzylthio)-2-(4-methyl-1-piperazinylcarbonyl)-1-(4-nitrobenzyloxycarbonyl)pyrrolidine), FC(C(=O)O)(F)F (trifluoroacetic acid), FC(S(=O)(=O)O)(F)F (trifluoromethanesulfonic acid). Solvent: C1(=CC=CC=C1)OC (anisole). Conditions: time 1 hour. Product: FC(S(=O)(=O)O)(F)F.S[C@H]1C[C@H](N(C1)C(=O)OCC1=CC=C(C=C1)[N+](=O)[O-])C(=O)N1CCN(CC1)C ((2S,4S)-4-Mercapto-2-(4-methyl-1-piperazinylcarbonyl)-1-(4-nitrobenzyloxycarbonyl)pyrrolidine trifluoromethanesulfonate). As a reaction SMILES: COC1C=CC(C[S:8][C@@H:9]2[CH2:13][N:12]([C:14]([O:16][CH2:17][C:18]3[CH:23]=[CH:22][C:21]([N+:24]([O-:26])=[O:25])=[CH:20][CH:19]=3)=[O:15])[C@H:11]([C:27]([N:29]3[CH2:34][CH2:33][N:32]([CH3:35])[CH2:31][CH2:30]3)=[O:28])[CH2:10]2)=CC=1.FC(F)(F)C(O)=O.[F:45][C:46]([F:52])([F:51])[S:47]([OH:50])(=[O:49])=[O:48]>C1(OC)C=CC=CC=1>[F:45][C:46]([F:52])([F:51])[S:47]([OH:50])(=[O:49])=[O:48].[SH:8][C@@H:9]1[CH2:13][N:12]([C:14]([O:16][CH2:17][C:18]2[CH:23]=[CH:22][C:21]([N+:24]([O-:26])=[O:25])=[CH:20][CH:19]=2)=[O:15])[C@H:11]([C:27]([N:29]2[CH2:30][CH2:31][N:32]([CH3:35])[CH2:33][CH2:34]2)=[O:28])[CH2:10]1 |f:4.5|. Procedure: 305 mg of (2S,4S)-4-(4-methoxybenzylthio)-2-(4-methyl-1-piperazinylcarbonyl)-1-(4-nitrobenzyloxycarbonyl)pyrrolidine (prepared as described in Preparation 1) were suspended in 627 μl of anisole, and then the suspension was placed over an ice bath. 3.14 ml of trifluoroacetic acid and 56 μl of trifluoromethanesulfonic acid were then added to the suspension, and the resulting mixture was stirred for 1 hour at room temperature. At the end of this time, the solvent was removed by distillation under r... Starting materials: CCc1cnn(C2CC(n3cnc4c(NCC(c5ccccc5)c5ccccc5)nc(Cl)nc43)C(O)C2O)c1, O=C(O)C(F)(F)F, OCc1cnn(C2CC(n3cnc4c(NCC(c5ccccc5)c5ccccc5)nc(NCCN5CCCCC5)nc43)C(O)C2O)c1. Yields the product O=C(O)C(F)(F)F, CCc1cnn(C2CC(n3cnc4c(NCC(c5ccccc5)c5ccccc5)nc(NCCN5CCCCC5)nc43)C(O)C2O)c1. Reaction SMILES: [Cl:1][c:2]1[n:3][c:4]([NH:25][CH2:26][CH:27]([c:28]2[cH:29][cH:30][cH:31][cH:32][cH:33]2)[c:34]2[cH:35][cH:36][cH:37][cH:38][cH:39]2)[c:5]2[n:6][cH:7][n:8]([CH:11]3[CH:12]([OH:24])[CH:13]([OH:23])[CH:14]([n:16]4[n:17][cH:18][c:19]([CH2:21][CH3:22])[cH:20]4)[CH2:15]3)[c:9]2[n:10]1.[F:40][C:41]([C:42](=[O:43])[OH:44])([F:45])[F:46].[c:47]1([CH:48]([c:49]2[cH:50][cH:51][cH:52][cH:53][cH:54]2)[CH2:55][NH:56][c:57]2[n:58][c:59]([NH:65][CH2:66][CH2:67][N:68]3[CH2:69][CH2:70][CH2:71][CH2:72][CH2:73]3)[n:60][c:61]3[c:62]2[n:63][cH:64][n:74]3[CH:75]2[CH2:76][CH:77]([n:78]3[cH:79][c:80]([CH2:81][OH:82])[cH:83][n:84]3)[CH:85]([OH:86])[CH:87]2[OH:88])[cH:89][cH:90][cH:91][cH:92][cH:93]1>>[F:40][C:41]([C:42](=[O:43])[OH:44])([F:45])[F:46].[c:2]1([NH:65][CH2:66][CH2:67][N:68]2[CH2:69][CH2:70][CH2:71][CH2:72][CH2:73]2)[n:3][c:4]([NH:25][CH2:26][CH:27]([c:28]2[cH:29][cH:30][cH:31][cH:32][cH:33]2)[c:34]2[cH:35][cH:36][cH:37][cH:38][cH:39]2)[c:5]2[n:6][cH:7][n:8]([CH:11]3[CH:12]([OH:24])[CH:13]([OH:23])[CH:14]([n:16]4[n:17][cH:18][c:19]([CH2:21][CH3:22])[cH:20]4)[CH2:15]3)[c:9]2[n:10]1. Starting materials: [Na+], O=C1Nc2ccccc2C1=O, [OH-]. The product is Nc1ccccc1C(=O)O. RXN SMILES: [Na+:13].[O:1]=[C:2]1[NH:3][c:4]2[cH:5][cH:6][cH:7][cH:8][c:9]2[C:10]1=[O:11].[OH-:12]>>[NH2:3][c:4]1[cH:5][cH:6][cH:7][cH:8][c:9]1[C:10](=[O:11])[OH:12]. Reactants: CC(C)O, Cl, N#CCC1(O)c2ccccc2C=Cc2ccccc21. Yields the product N#CC=C1c2ccccc2C=Cc2ccccc21. RXN SMILES: [CH:21]([OH:22])([CH3:23])[CH3:24].[ClH:20].[OH:1][C:2]1([CH2:17][C:18]#[N:19])[c:3]2[c:4]([cH:13][cH:14][cH:15][cH:16]2)[CH:5]=[CH:6][c:7]2[c:8]1[cH:9][cH:10][cH:11][cH:12]2>>[C:2]1(=[CH:17][C:18]#[N:19])[c:3]2[c:4]([cH:13][cH:14][cH:15][cH:16]2)[CH:5]=[CH:6][c:7]2[c:8]1[cH:9][cH:10][cH:11][cH:12]2.